The task is: describe an organic reaction: reactants, conditions, products, and yield. This data is from the Open Reaction Database (ORD), a public repository of structured organic reaction records. Reactants: CC(C)(C)c1nc2cc(Cl)c([N+](=O)[O-])cc2s1, O=C([O-])[O-], CC1CCNCC1, CS(C)=O, ClC(Cl)Cl, [K+], [K+], O. The product is CC1CCN(c2cc3nc(C(C)(C)C)sc3cc2[N+](=O)[O-])CC1. Reaction SMILES: [C:1]([CH3:2])([CH3:3])([CH3:4])[c:5]1[s:6][c:7]2[c:8]([n:9]1)[cH:10][c:11]([Cl:17])[c:12]([N+:14](=[O:15])[O-:16])[cH:13]2.[C:25](=[O:26])([O-:27])[O-:28].[CH3:18][CH:19]1[CH2:20][CH2:21][NH:22][CH2:23][CH2:24]1.[CH3:32][S:33]([CH3:34])=[O:35].[CH:36]([Cl:37])([Cl:38])[Cl:39].[K+:29].[K+:30].[OH2:31]>>[C:1]([CH3:2])([CH3:3])([CH3:4])[c:5]1[s:6][c:7]2[c:8]([n:9]1)[cH:10][c:11]([N:22]1[CH2:21][CH2:20][CH:19]([CH3:18])[CH2:24][CH2:23]1)[c:12]([N+:14](=[O:15])[O-:16])[cH:13]2. The reactants are Nucleosides, Nucleotides, N (ammonia), ClC=1N=NC(=CC1Cl)Cl (3,4,6-trichloropyridazine). The product is NC1=C(N=NC(=C1)Cl)Cl (4-Amino-3,6-dichloropyridazine). As a reaction SMILES: [Cl:1][C:2]1[N:3]=[N:4][C:5]([Cl:9])=[CH:6][C:7]=1Cl.[NH3:10]>>[NH2:10][C:7]1[CH:6]=[C:5]([Cl:9])[N:4]=[N:3][C:2]=1[Cl:1]. Reported procedure: A suspension of 3,4,6-trichloropyridazine (prepared by the method of B. Kasnar et al, Nucleosides and Nucleotides, 1994, 13, 459) (10.0 g) in conc. aqueous ammonia (1 L) was heated at 75° C. for 16 h. The mixture was concentrated to a small volume and extracted several times with ethyl acetate. The extracts were washed with brine, dried and evaporated. The crude product was recrystallised from ethyl acetate to give the product (5.03 g). The reactants are O([Si](C)(C)C(C)(C)C)CCC1=CC=C(C=C1)Br (4-(2-t-butyldimethylsiloxyethyl)bromobenzene), C(CCC)[Li] (n-butyllithium), O (water), CN(C=O)C (N,N-dimethylformamide). Run in O1CCCC1 (tetrahydrofuran). Conditions: time 15 minute. Product: O([Si](C)(C)C(C)(C)C)CCC1=CC=C(C=O)C=C1 (4-(2-t-butyldimethylsiloxyethyl)benzaldehyde). RXN SMILES: [O:1]([CH2:9][CH2:10][C:11]1[CH:16]=[CH:15][C:14](Br)=[CH:13][CH:12]=1)[Si:2]([C:5]([CH3:8])([CH3:7])[CH3:6])([CH3:4])[CH3:3].C([Li])CCC.CN(C)[CH:25]=[O:26].O>O1CCCC1>[O:1]([CH2:9][CH2:10][C:11]1[CH:16]=[CH:15][C:14]([CH:25]=[O:26])=[CH:13][CH:12]=1)[Si:2]([C:5]([CH3:8])([CH3:7])[CH3:6])([CH3:4])[CH3:3]. Reported procedure: To a solution of 4-(2-t-butyldimethylsiloxyethyl)bromobenzene (4.29 g) in tetrahydrofuran (30 ml) was added n-butyllithium (1.64 mol/l solution in tetrahydrofuran, 9.0 ml) at -78° C., and the mixture was stirred at the same temperature for 15 minutes. To the reaction mixture was added N,N-dimethylformamide (1.3 ml), and the mixture was stirred at room temperature for 30 minutes. The reaction mixture was poured into water, and the mixture was extracted with diethyl ether. The extract was concentr... Reactants: CC(C)(C)CC(NC(=O)OC(C)(C)C)C(=O)N1CCCC1C(=O)NCc1cc(C(F)(F)F)ccc1-n1cnnn1, ClCCl, O=C(O)C(F)(F)F. The product is CC(C)(C)CC(N)C(=O)N1CCCC1C(=O)NCc1cc(C(F)(F)F)ccc1-n1cnnn1. As a reaction SMILES: [C:8]([O:9][C:10](=[O:11])[NH:15][CH:16]([CH2:17][C:18]([CH3:19])([CH3:20])[CH3:21])[C:22](=[O:23])[N:24]1[CH:25]([C:26](=[O:27])[NH:28][CH2:29][c:30]2[c:31](-[n:40]3[n:41][n:42][n:43][cH:44]3)[cH:32][cH:33][c:34]([C:36]([F:37])([F:38])[F:39])[cH:35]2)[CH2:45][CH2:46][CH2:47]1)([CH3:12])([CH3:13])[CH3:14].[Cl:48][CH2:49][Cl:50].[F:1][C:2]([F:3])([F:4])[C:5]([OH:6])=[O:7]>>[NH2:15][CH:16]([CH2:17][C:18]([CH3:19])([CH3:20])[CH3:21])[C:22](=[O:23])[N:24]1[CH:25]([C:26](=[O:27])[NH:28][CH2:29][c:30]2[c:31](-[n:40]3[n:41][n:42][n:43][cH:44]3)[cH:32][cH:33][c:34]([C:36]([F:37])([F:38])[F:39])[cH:35]2)[CH2:45][CH2:46][CH2:47]1. The reactants are CCn1c(C)cc2ccccc21, CC(=O)OC(C)=O, O=C(O)C(Cl)=C(Cl)C(=O)c1c(-c2ccccc2)[nH]c2ccccc12. Yields the product CCn1c(C)c(C2(c3c(-c4ccccc4)[nH]c4ccccc34)OC(=O)C(Cl)=C2Cl)c2ccccc21. RXN SMILES: [CH2:25]([CH3:26])[n:27]1[c:28]([CH3:36])[cH:29][c:30]2[cH:31][cH:32][cH:33][cH:34][c:35]12.[CH3:37][C:38]([O:39][C:40](=[O:41])[CH3:42])=[O:43].[c:1]1(-[c:7]2[nH:8][c:9]3[cH:10][cH:11][cH:12][cH:13][c:14]3[c:15]2[C:16]([C:17](=[C:18]([C:19](=[O:20])[OH:21])[Cl:22])[Cl:23])=[O:24])[cH:2][cH:3][cH:4][cH:5][cH:6]1>>[c:1]1(-[c:7]2[nH:8][c:9]3[cH:10][cH:11][cH:12][cH:13][c:14]3[c:15]2[C:16]2([c:29]3[c:28]([CH3:36])[n:27]([CH2:25][CH3:26])[c:35]4[c:30]3[cH:31][cH:32][cH:33][cH:34]4)[C:17]([Cl:23])=[C:18]([Cl:22])[C:19](=[O:20])[O:24]2)[cH:2][cH:3][cH:4][cH:5][cH:6]1. Reactants: CN(C(=O)Cl)c1ccccc1, Oc1ccc(-n2cccc2)cc1. Product: CN(C(=O)Oc1ccc(-n2cccc2)cc1)c1ccccc1. As a reaction SMILES: [CH3:13][N:14]([C:15](=[O:16])[Cl:17])[c:18]1[cH:19][cH:20][cH:21][cH:22][cH:23]1.[n:1]1(-[c:6]2[cH:7][cH:8][c:9]([OH:12])[cH:10][cH:11]2)[cH:2][cH:3][cH:4][cH:5]1>>[n:1]1(-[c:6]2[cH:7][cH:8][c:9]([O:12][C:15]([N:14]([CH3:13])[c:18]3[cH:19][cH:20][cH:21][cH:22][cH:23]3)=[O:16])[cH:10][cH:11]2)[cH:2][cH:3][cH:4][cH:5]1. Starting materials: [Al+3], C1CCOC1, CCOC(=O)c1nc(NC(C)c2ccc(F)cc2)nc2c1ncn2-c1cc(C2CC2)[nH]n1, [H-], [H-], [H-], [H-], [Li+], [Na+], [Na+], O, O, O, O, O, O, O, O, O, O, O=S(=O)([O-])[O-]. Product: CC(Nc1nc(CO)c2ncn(-c3cc(C4CC4)[nH]n3)c2n1)c1ccc(F)cc1. RXN SMILES: [Al+3:34].[CH2:56]1[O:57][CH2:58][CH2:59][CH2:60]1.[CH:1]1([c:4]2[cH:5][c:6](-[n:9]3[c:10]4[n:11][c:12]([NH:23][CH:24]([CH3:25])[c:26]5[cH:27][cH:28][c:29]([F:32])[cH:30][cH:31]5)[n:13][c:14]([C:18](=[O:19])[O:20][CH2:21][CH3:22])[c:15]4[n:16][cH:17]3)[n:7][nH:8]2)[CH2:2][CH2:3]1.[H-:33].[H-:36].[H-:37].[H-:38].[Li+:35].[Na+:54].[Na+:55].[OH2:39].[OH2:40].[OH2:41].[OH2:42].[OH2:43].[OH2:44].[OH2:45].[OH2:46].[OH2:47].[OH2:48].[S:49]([O-:50])([O-:51])(=[O:52])=[O:53]>>[CH:1]1([c:4]2[cH:5][c:6](-[n:9]3[c:10]4[n:11][c:12]([NH:23][CH:24]([CH3:25])[c:26]5[cH:27][cH:28][c:29]([F:32])[cH:30][cH:31]5)[n:13][c:14]([CH2:18][OH:19])[c:15]4[n:16][cH:17]3)[n:7][nH:8]2)[CH2:2][CH2:3]1. The reactants are ClC=1C=C(NCC)C=CC1F (3-chloro-N-ethyl-4-fluoroaniline), C(C)(=O)OC(C)=O (acetic anhydride), ice water. The solvent is C(C)(=O)O (acetic acid). Reaction conditions: time 1 hour. Product: ClC=1C=C(N(C(C)=O)CC)C=CC1F (3'-chloro-N-ethyl-4'-fluoroacetanilide). The yield is 84461.5%. As a reaction SMILES: [Cl:1][C:2]1[CH:3]=[C:4]([CH:8]=[CH:9][C:10]=1[F:11])[NH:5][CH2:6][CH3:7].C(O[C:16](=[O:18])[CH3:17])(=O)C>C(O)(=O)C>[Cl:1][C:2]1[CH:3]=[C:4]([CH:8]=[CH:9][C:10]=1[F:11])[N:5]([CH2:6][CH3:7])[C:16](=[O:18])[CH3:17]. Procedure details: A solution of 3-chloro-N-ethyl-4-fluoroaniline (97.4 g, 0.56 mmol) in glacial acetic acid (225 ml) is treated at 5° with acetic anhydride (105 ml, 1.12 mol). The solution is stirred for one hour, then poured on to ice/water (250 ml) and extracted with ethyl acetate (2×200 ml). The combined phases are washed in succession with water (100 ml), 2N sodium hydroxide solution (100 ml), saturated sodium bicarbonate solution (100 ml), water (10 ml) and 10 percent sodium chloride solution (100 ml). The s... Reactants: O=C1C(=CN=C2N1CCCCC2)C(=O)OCC (ethyl 4-oxo-4,6,7,8,9,10-hexahydro-pyrimido[1,2-a]azepine-3-carboxylate), CC(=O)C (acetone), CI (methyl iodide). The solvent is C(C)OCC (diethyl ether). Reaction conditions: time 24 hour. Product: [I-].C(C)OC(=O)C1=C[N+](=C2N(CCCCC2)C1=O)C (3-ethoxycarbonyl-1-methyl-4-oxo-4,6,7,8,9,10-hexahydro-pyrimido[1,2-a]azepinium iodide). The yield is 43.0%. Reaction SMILES: [O:1]=[C:2]1[N:7]2[CH2:8][CH2:9][CH2:10][CH2:11][CH2:12][C:6]2=[N:5][CH:4]=[C:3]1[C:13]([O:15][CH2:16][CH3:17])=[O:14].[CH3:18]C(C)=O.C[I:23]>C(OCC)C>[I-:23].[CH2:16]([O:15][C:13]([C:3]1[C:2](=[O:1])[N:7]2[CH2:8][CH2:9][CH2:10][CH2:11][CH2:12][C:6]2=[N+:5]([CH3:18])[CH:4]=1)=[O:14])[CH3:17] |f:4.5|. Reported procedure: 1.18 g. of ethyl 4-oxo-4,6,7,8,9,10-hexahydro-pyrimido[1,2-a]azepine-3-carboxylate is dissolved in 12 ml. of acetone and allowed to stand for 24 hours at room temperature in the presence of 1.25 ml. of methyl iodide. The reaction mixture is diluted with diethyl ether. The precipitated crystals are filtered. 0.8 g. (43%) of 3-ethoxycarbonyl-1-methyl-4-oxo-4,6,7,8,9,10-hexahydro-pyrimido[1,2-a]azepinium iodide is obtained melting at 202°-204° C.